Dataset: the Open Reaction Database (ORD), a public repository of structured organic reaction records. Task: describe an organic reaction: reactants, conditions, products, and yield Starting materials: N1(CCCC1)CCN (2-pyrrolidin-1-yl-ethylamine), C(C)OC(=O)C=1C(C2=C(N=C(N=C2)S(=O)(=O)C)N(C1)C1CCCCC1)=O (8-cyclohexyl-2-methanesulfonyl-5-oxo-5,8-dihydro-pyrido[2,3-d]pyrimidine-6-carboxylic acid ethyl ester). Yields the product C(C)OC(=O)C=1C(C2=C(N=C(N=C2)NCCN2CCCC2)N(C1)C1CCCCC1)=O (8-Cyclohexyl-5-oxo-2-(2-pyrrolidin-1-yl-ethylamino)-5,8-dihydro-pyrido[2,3-d]pyrimidine-6-carboxylic acid ethyl ester), solid. Yield: 80.0%. RXN SMILES: [N:1]1([CH2:6][CH2:7][NH2:8])[CH2:5][CH2:4][CH2:3][CH2:2]1.[CH2:9]([O:11][C:12]([C:14]1[C:15](=[O:34])[C:16]2[CH:21]=[N:20][C:19](S(C)(=O)=O)=[N:18][C:17]=2[N:26]([CH:28]2[CH2:33][CH2:32][CH2:31][CH2:30][CH2:29]2)[CH:27]=1)=[O:13])[CH3:10]>>[CH2:9]([O:11][C:12]([C:14]1[C:15](=[O:34])[C:16]2[CH:21]=[N:20][C:19]([NH:8][CH2:7][CH2:6][N:1]3[CH2:5][CH2:4][CH2:3][CH2:2]3)=[N:18][C:17]=2[N:26]([CH:28]2[CH2:33][CH2:32][CH2:31][CH2:30][CH2:29]2)[CH:27]=1)=[O:13])[CH3:10]. Procedure: Using the procedure outlined in Example 28 Step F, the title compound was prepared from 2-pyrrolidin-1-yl-ethylamine and 8-cyclohexyl-2-methanesulfonyl-5-oxo-5,8-dihydro-pyrido[2,3-d]pyrimidine-6-carboxylic acid ethyl ester (25 mg, 0.07 mmol). 8-Cyclohexyl-5-oxo-2-(2-pyrrolidin-1-yl-ethylamino)-5,8-dihydro-pyrido[2,3-d]pyrimidine-6-carboxylic acid ethyl ester was obtained as a white solid (18 mg, 80%). Mass Spectrum (LCMS, ESI pos.) Calcd. For C22H31N5O3: 414.24 (M+H). Found: 414.3. Starting materials: OC1=C(C=C(C=C1CN(CC)CC)C)N1N=C2C(=N1)C=CC=C2 (2-(2-Hydroxy-3-diethylaminomethyl-5-methylphenyl)-2H-benzotriazole), OC1=C(C(=O)C2=CC=CC=C2)C=CC(=C1)OC (2-hydroxy-4-methoxybenzophenone), C[O-].[Na+] (sodium methoxide), C1(=CC=CC=C1)C (toluene). Run in CO (methanol). Conditions: temperature 130 celsius, time 20 hour. Yields the product N=1N(N=C2C1C=CC=C2)C2=C(C(=CC(=C2)C)CC2=C(C(=CC=C2OC)C(C2=CC=CC=C2)=O)O)O (2-(Benzotriazol-2-yl)-4-methyl-6-(2-hydroxy-3-benzoyl-6-methoxybenzyl)phenol). Isolated yield 68.7%. RXN SMILES: [OH:1][C:2]1[C:7]([CH2:8]N(CC)CC)=[CH:6][C:5]([CH3:14])=[CH:4][C:3]=1[N:15]1[N:19]=[C:18]2[CH:20]=[CH:21][CH:22]=[CH:23][C:17]2=[N:16]1.[OH:24][C:25]1[CH:38]=[C:37]([O:39][CH3:40])[CH:36]=[CH:35][C:26]=1[C:27]([C:29]1[CH:34]=[CH:33][CH:32]=[CH:31][CH:30]=1)=[O:28].C[O-].[Na+].C1(C)C=CC=CC=1>CO>[N:16]1[N:15]([C:3]2[CH:4]=[C:5]([CH3:14])[CH:6]=[C:7]([CH2:8][C:38]3[C:37]([O:39][CH3:40])=[CH:36][CH:35]=[C:26]([C:27](=[O:28])[C:29]4[CH:34]=[CH:33][CH:32]=[CH:31][CH:30]=4)[C:25]=3[OH:24])[C:2]=2[OH:1])[N:19]=[C:18]2[CH:20]=[CH:21][CH:22]=[CH:23][C:17]=12 |f:2.3|. Reported procedure: 2-(2-Hydroxy-3-diethylaminomethyl-5-methylphenyl)-2H-benzotriazole (20.0 g, 0.064 tool), 2-hydroxy-4-methoxybenzophenone (14.7 g, 0,064 mol), and sodium methoxide (1.0 g, 25% in methanol) are charged to a reaction flask. The mixture is heated to 130° C. and held at this temperature for 20 hours with agitation under a nitrogen flow. At that time, the product is identified using thin layer chromatography, with toluene as the mobile phase. To the brown-yellow solid is added hot methanol. The yellow... The yield is 112.3%. As a reaction SMILES: [C:1]1([S:7]([C:10]2[CH:15]=[CH:14][C:13]([OH:16])=[CH:12][CH:11]=2)(=[O:9])=[O:8])[CH:6]=[CH:5][CH:4]=[CH:3][CH:2]=1.OS(O)(=O)=O.[N+:22]([O-])([OH:24])=[O:23]>>[C:1]1([S:7]([C:10]2[CH:11]=[CH:12][C:13]([OH:16])=[C:14]([N+:22]([O-:24])=[O:23])[CH:15]=2)(=[O:8])=[O:9])[CH:6]=[CH:5][CH:4]=[CH:3][CH:2]=1. Yields the product C1(=CC=CC=C1)S(=O)(=O)C1=CC(=C(C=C1)O)[N+](=O)[O-] (4-benzenesulfonyl-2-nitro-phenol). The reactants are C1(=CC=CC=C1)S(=O)(=O)C1=CC=C(C=C1)O (4-benzenesulfonyl-phenol), OS(=O)(=O)O (H2SO4), [N+](=O)(O)[O-] (HNO3). Reported procedure: Using the procedure of J. Org. Chem. 59(15) 1994, 4301, 4-benzenesulfonyl-phenol (5.348 g, 22.8 mmol) was added to 3.07 mL of conc. H2SO4 with stirring. Concentrated HNO3 (1.28 g) was added dropwise via addition funnel, and the reaction mixture was stirred under nitrogen for 4 hours. The reaction mixture was then poured over ice, and the resulting suspension was extracted four times with 50 mL of methylene chloride. The combined organic layers were dried (Na2SO4) and concentrated in vacuo to yie... Reactants: Cl.C(C1=CC=CC=C1)OP(=O)(CC1CCCCC1)C[C@@H](CN)O (((R)-3-amino-2-hydroxy-propyl)-cyclohexylmethyl-phosphinic acid benzyl ester hydrochloride), N([C@@H](CC1=CNC=N1)C(=O)N[C@@H](C(C)C)C(=O)O)C(=O)OCC1=CC=CC=C1 (N-Cbz-His-Val-OH). Product: N[C@H](C(=O)N[C@H](C(=O)NC[C@H](CP(O)(=O)CC1CCCCC1)O)C(C)C)CC=1N=CNC1 (((R)-3-{(S)-2-[(S)-2-Amino-3-(1H-imidazol-4-yl)-propionylamino]-3-methyl-butyrylamino}-2-hydroxy-propyl)-cyclohexylmethyl-phosphinic acid). RXN SMILES: Cl.C([O:9][P:10]([CH2:19][C@H:20]([OH:23])[CH2:21][NH2:22])([CH2:12][CH:13]1[CH2:18][CH2:17][CH2:16][CH2:15][CH2:14]1)=[O:11])C1C=CC=CC=1.[NH:24](C(OCC1C=CC=CC=1)=O)[C@H:25]([C:32]([NH:34][C@H:35]([C:39](O)=[O:40])[CH:36]([CH3:38])[CH3:37])=[O:33])[CH2:26][C:27]1[N:31]=[CH:30][NH:29][CH:28]=1>>[NH2:24][C@@H:25]([CH2:26][C:27]1[N:31]=[CH:30][NH:29][CH:28]=1)[C:32]([NH:34][C@@H:35]([CH:36]([CH3:38])[CH3:37])[C:39]([NH:22][CH2:21][C@@H:20]([OH:23])[CH2:19][P:10]([CH2:12][CH:13]1[CH2:14][CH2:15][CH2:16][CH2:17][CH2:18]1)(=[O:11])[OH:9])=[O:40])=[O:33] |f:0.1|. Procedure: The title compound was prepared substantially following the procedures as set forth in Method B, Example 12, and employing ((R)-3-amino-2-hydroxy-propyl)-cyclohexylmethyl-phosphinic acid benzyl ester hydrochloride and N-Cbz-His-Val-OH as the starting materials, which yielded the title compound as a white powder. 1H NMR (CD3OD, 300 MHz): δ 8.47 (s, 1H), 7.25 (s, 1H), 4.25 (t, 1H), 4.10 (d, 1H), 4.0 (m, 1H), 3.6-3.5 (dd, 1H), 3.10-3.00 (m, 2H), 2.09-2.02 (m, 1H), 1.95-1.86 (m, 2H), 1.80-1.54 (m, 8... Reactants: [BH3-]C#N, COC(=O)C1CCCCC1N, CC(=O)O, CO, O=Cc1ccc(F)cc1, [Na+]. RXN SMILES: [C:25]([BH3-:26])#[N:27].[CH3:1][O:2][C:3](=[O:4])[CH:5]1[CH:6]([NH2:11])[CH2:7][CH2:8][CH2:9][CH2:10]1.[CH3:21][C:22](=[O:23])[OH:24].[CH3:29][OH:30].[F:12][c:13]1[cH:14][cH:15][c:16]([CH:17]=[O:18])[cH:19][cH:20]1.[Na+:28]>>[CH3:1][O:2][C:3](=[O:4])[CH:5]1[CH:6]([NH:11][CH2:17][c:16]2[cH:15][cH:14][c:13]([F:12])[cH:20][cH:19]2)[CH2:7][CH2:8][CH2:9][CH2:10]1. The product is COC(=O)C1CCCCC1NCc1ccc(F)cc1.